Dataset: the Open Reaction Database (ORD), a public repository of structured organic reaction records. Task: describe an organic reaction: reactants, conditions, products, and yield Starting materials: CC(C)(C)c1ccccc1N, Cc1ccccc1, O=S(=O)([O-])CC1CN(C(c2ccccc2)c2ccccc2)C1. The product is CC(C)(C)c1ccccc1NC1CN(C(c2ccccc2)c2ccccc2)C1. Reaction SMILES: [C:1]([CH3:2])([CH3:3])([CH3:4])[c:5]1[c:6]([NH2:7])[cH:8][cH:9][cH:10][cH:11]1.[CH3:34][c:35]1[cH:36][cH:37][cH:38][cH:39][cH:40]1.[c:12]1([CH:18]([N:19]2[CH2:20][CH:21]([CH2:23][S:24]([O-:25])(=[O:26])=[O:27])[CH2:22]2)[c:28]2[cH:29][cH:30][cH:31][cH:32][cH:33]2)[cH:13][cH:14][cH:15][cH:16][cH:17]1>>[C:1]([CH3:2])([CH3:3])([CH3:4])[c:5]1[c:6]([NH:7][CH:21]2[CH2:20][N:19]([CH:18]([c:12]3[cH:13][cH:14][cH:15][cH:16][cH:17]3)[c:28]3[cH:29][cH:30][cH:31][cH:32][cH:33]3)[CH2:22]2)[cH:8][cH:9][cH:10][cH:11]1. Reactants: FC1=CC=C(NC(C)=O)C=C1 (p-fluoroacetanilide), BrC1=CC=C(C=C1)F (4-bromofluorobenzene), C(=O)([O-])[O-].[K+].[K+] (K2CO3), Cu2Br2. The solvent is CN1C(CCC1)=O (N-methylpyrrolidone). Product: FC1=CC=C(C=C1)NC1=CC=C(C=C1)F (Di-(4-fluorophenyl)amine). As a reaction SMILES: [F:1][C:2]1[CH:11]=[CH:10][C:5]([NH:6][C:7](=O)[CH3:8])=[CH:4][CH:3]=1.BrC1C=[CH:17][C:16]([F:19])=[CH:15][CH:14]=1.C([O-])([O-])=O.[K+].[K+]>CN1CCCC1=O>[F:1][C:2]1[CH:11]=[CH:10][C:5]([NH:6][C:7]2[CH:14]=[CH:15][C:16]([F:19])=[CH:17][CH:8]=2)=[CH:4][CH:3]=1 |f:2.3.4|. Procedure details: A mixture of p-fluoroacetanilide (76.5 g, 0.5 mole), 4-bromofluorobenzene (262.5 g, 1.5 mole), K2CO3 (76 g, 0.55 mole), Cu2Br2 (157.8 g, 0.55 mole) and N-methylpyrrolidone (600 ml) were heated at 175°-180°. After allowing low boiling material to condense off, the mixture was heated at reflux for 7 days. The mixture was cooled to 60° and quenched into a mixture of 2 liters H2O, 600 ml ethylenediamine and 1.2 liters toluene, filtered and the toluene layer separated, back-washed 2×600 ml H2O, treat... The reactants are ClC(=O)OCC1=CC=C(C=C1)[N+](=O)[O-] (p-nitrobenzyl chloroformate), C(=O)(O)[O-].[Na+] (NaHCO3), ice, Cl.NC[C@H](C)S ((S)-(+)-1-amino-2-propanethiol hydrochloride). Run in CCOCC (Et2O), CCOCC (Et2O), O (H2O). The product is [N+](=O)([O-])C1=CC=C(COC(=O)NC[C@H](C)S)C=C1 ((S)-N-(p-nitrobenzyloxycarbonyl)-1-amino-2-propanethiol). Yield: 86.6%. RXN SMILES: C([O-])(O)=O.[Na+].Cl.[NH2:7][CH2:8][C@@H:9]([SH:11])[CH3:10].Cl[C:13]([O:15][CH2:16][C:17]1[CH:22]=[CH:21][C:20]([N+:23]([O-:25])=[O:24])=[CH:19][CH:18]=1)=[O:14]>CCOCC.O>[N+:23]([C:20]1[CH:19]=[CH:18][C:17]([CH2:16][O:15][C:13]([NH:7][CH2:8][C@@H:9]([SH:11])[CH3:10])=[O:14])=[CH:22][CH:21]=1)([O-:25])=[O:24] |f:0.1,2.3|. Procedure: Saturated aqueous NaHCO3 (8 ml) was added dropwise to an ice-cold, stirring mixture of (S)-(+)-1-amino-2-propanethiol hydrochloride (363 mg, 2.85 mmol) in Et2O (75 ml) and H2O (8 ml) and the resulting slurry was stirred in the cold for 30 min. A solution of p-nitrobenzyl chloroformate (693 mg, 3.21 mmol) in Et2O (25 ml) was then added dropwise over 35 min. After having been stirred in the cold an additional 50 min., the reaction mixture was transferred to a separately funnel and the layers were ... Starting materials: O[C@H]1[C@@H](O[C@@H]([C@H]1O)CO)N1C2=NC(=NC(=C2N=C1)N)N1N=CC(=C1)C(=O)NCC1CCCC1 ((1-{9-[(4S,2R,3R,5R)-3,4-dihydroxy-5-(hydroxymethyl)oxolan-2-yl]-6-aminopurin-2-yl}pyrazol-4-yl)-N-(cyclopentylmethyl)carboxamide), ClC1=CC=C(CN)C=C1 (4-chlorobenzylamine). Yields the product O[C@H]1[C@@H](O[C@@H]([C@H]1O)CO)N1C2=NC(=NC(=C2N=C1)N)N1N=CC(=C1)C(=O)NCC1=CC=C(C=C1)Cl ((1-{9-[(4S,2R,3R,5R)-3,4-dihydroxy-5-(hydroxymethyl)oxolan-2-yl]-6-aminopurin-2-yl}pyrazol-4-yl)-N-[(4-chlorophenyl)methyl]carboxamide). RXN SMILES: [OH:1][C@@H:2]1[C@H:6]([OH:7])[C@@H:5]([CH2:8][OH:9])[O:4][C@H:3]1[N:10]1[CH:18]=[N:17][C:16]2[C:11]1=[N:12][C:13]([N:20]1[CH:24]=[C:23]([C:25]([NH:27][CH2:28][CH:29]3[CH2:33][CH2:32][CH2:31][CH2:30]3)=[O:26])[CH:22]=[N:21]1)=[N:14][C:15]=2[NH2:19].[Cl:34][C:35]1C=CC(CN)=CC=1>>[OH:1][C@@H:2]1[C@H:6]([OH:7])[C@@H:5]([CH2:8][OH:9])[O:4][C@H:3]1[N:10]1[CH:18]=[N:17][C:16]2[C:11]1=[N:12][C:13]([N:20]1[CH:24]=[C:23]([C:25]([NH:27][CH2:28][C:29]3[CH:33]=[CH:32][C:35]([Cl:34])=[CH:31][CH:30]=3)=[O:26])[CH:22]=[N:21]1)=[N:14][C:15]=2[NH2:19]. Procedure: Compound 22 was prepared in a manner similar to that of compound 21 using 4-chlorobenzylamine instead of cyclopentylamine, MS 501.19 (M+1). Reactants: CS(=O)(=O)O.NC=1C(N2N(CCN(CC2)C)C1N)=O (8,9-diamino-3-methyl-2,3,4,5-tetrahydro-1H,7H-pyrazolo[1,2-a][1,2,5]triazepin-7-one methanesulfonate), OO (hydrogen peroxide), NC=1C(=C(C(=CC1)C)O)Cl (3-amino-2-chloro-6-methylphenol), N (ammonia). The solvent is O (water), C(C)O (ethanol). Yields the product NC1=C(C(N2N1CCN(CC2)C)=O)N=C2C(=C(C(C(=C2)C)=O)Cl)N (9-amino-8-[(2-amino-3-chloro-5-methyl-4-oxocyclohexa-2,5-dien-1-ylidene)amino]-3-methyl-2,3,4,5-tetrahydro-1H,7H-pyrazolo[1,2-a][1,2,5]triazepin-7-one). As a reaction SMILES: CS(O)(=O)=O.[NH2:6][C:7]1[C:8](=[O:19])[N:9]2[CH2:15][CH2:14][N:13]([CH3:16])[CH2:12][CH2:11][N:10]2[C:17]=1[NH2:18].[NH2:20][C:21]1[C:22]([Cl:29])=[C:23]([OH:28])[C:24]([CH3:27])=[CH:25][CH:26]=1.N.OO>O.C(O)C>[NH2:18][C:17]1[N:10]2[CH2:11][CH2:12][N:13]([CH3:16])[CH2:14][CH2:15][N:9]2[C:8](=[O:19])[C:7]=1[N:6]=[C:26]1[CH:25]=[C:24]([CH3:27])[C:23](=[O:28])[C:22]([Cl:29])=[C:21]1[NH2:20] |f:0.1|. Procedure: 0.32 mmol of 8,9-diamino-3-methyl-2,3,4,5-tetrahydro-1H,7H-pyrazolo[1,2-a][1,2,5]triazepin-7-one methanesulfonate was dissolved in a mixture of water and ethanol (7.5 ml/1.5 ml). This solution was admixed with 0.32 mmol of 3-amino-2-chloro-6-methylphenol, then with 1.8 ml of concentrated aqueous ammonia, then with 9 ml of hydrogen peroxide. Starting materials: cupric sulfate hexahydrate, BrC1=C(N)C(=CC(=C1)Cl)F (2-bromo-4-chloro-6-fluoroaniline), [C-]#N.[K+] (potassium cyanide), F[B-](F)(F)F.N#[O+] (nitrosonium tetrafluoroborate). The solvent is C(Cl)Cl (DCM). Run at temperature 0 celsius, time 40 minute. Yields the product BrC1=C(C#N)C(=CC(=C1)Cl)F (2-bromo-4-chloro-6-fluorobenzo-nitrile). Isolated yield 37.5%. Reaction SMILES: [Br:1][C:2]1[CH:8]=[C:7]([Cl:9])[CH:6]=[C:5]([F:10])[C:3]=1N.F[B-](F)(F)F.N#[O+].[C-:18]#[N:19].[K+]>C(Cl)Cl>[Br:1][C:2]1[CH:8]=[C:7]([Cl:9])[CH:6]=[C:5]([F:10])[C:3]=1[C:18]#[N:19] |f:1.2,3.4|. Procedure: A solution of 2-bromo-4-chloro-6-fluoroaniline (25.0 g, 111 mmol) in 200 mL of anhydrous DCM, in a 2 liter round-bottom flask equipped with a bubbler, was treated with nitrosonium tetrafluoroborate (14.3 g, 123 mmol), at ambient temperature. After 1 hour complete consumption of the aniline was observed. The reaction mixture was cooled to 0° C. prior to the addition of potassium cyanide (14.5 g, 223 mmol). With rapid stirring, an aqueous solution of cupric sulfate hexahydrate (55.6 g, 223 mmol in...